From a dataset of the Open Reaction Database (ORD), a public repository of structured organic reaction records. describe an organic reaction: reactants, conditions, products, and yield Starting materials: CC1(C)OCC(Cn2ccc(NC(=O)C(CCC(F)(F)F)N3CC(Oc4ccccc4Cl)=CC3=O)n2)O1, CO, ClCCl, O, Cc1ccc(S(=O)(=O)O)cc1. The product is O=C(Nc1ccn(CC(O)CO)n1)C(CCC(F)(F)F)N1CC(Oc2ccccc2Cl)=CC1=O. As a reaction SMILES: [CH3:1][C:2]1([CH3:37])[O:3][CH2:4][CH:5]([CH2:7][n:8]2[n:9][c:10]([NH:13][C:14]([CH:15]([CH2:16][CH2:17][C:18]([F:19])([F:20])[F:21])[N:22]3[C:23](=[O:35])[CH:24]=[C:25]([O:27][c:28]4[c:29]([Cl:34])[cH:30][cH:31][cH:32][cH:33]4)[CH2:26]3)=[O:36])[cH:11][cH:12]2)[O:6]1.[CH3:38][OH:39].[Cl:52][CH2:53][Cl:54].[OH2:40].[c:41]1([CH3:42])[cH:43][cH:44][c:45]([S:46]([OH:47])(=[O:48])=[O:49])[cH:50][cH:51]1>>[OH:3][CH2:4][CH:5]([OH:6])[CH2:7][n:8]1[n:9][c:10]([NH:13][C:14]([CH:15]([CH2:16][CH2:17][C:18]([F:19])([F:20])[F:21])[N:22]2[C:23](=[O:35])[CH:24]=[C:25]([O:27][c:28]3[c:29]([Cl:34])[cH:30][cH:31][cH:32][cH:33]3)[CH2:26]2)=[O:36])[cH:11][cH:12]1. Starting materials: CI (MeI), CN(C)C=O (DMF), IC1=NNC2=CC(=CC=C12)C(=O)OCC (ethyl 3-iodo-1H-indazole-6-carboxylate), C(=O)([O-])[O-].[K+].[K+] (K2CO3), C(=O)([O-])[O-].[K+].[K+] (K2CO3), CI (methyl iodide). Run in CCCCCC (hexane), C(C)(=O)OCC (ethyl acetate), CO (methanol). Conditions: time 8 hour. Yields the product IC1=NN(C2=CC(=CC=C12)C(=O)OC)C (Methyl 3-iodo-1-methyl-1H-indazole-6-carboxylate). Reaction SMILES: CI.C[N:4]([CH:6]=O)[CH3:5].[I:8][C:9]1[C:17]2C(=[CH:13][C:14]([C:18]([O:20][CH2:21]C)=[O:19])=[CH:15][CH:16]=2)N[N:10]=1.C([O-])([O-])=O.[K+].[K+]>CCCCCC.C(OCC)(=O)C.CO>[I:8][C:9]1[C:17]2[C:6](=[CH:13][C:14]([C:18]([O:20][CH3:21])=[O:19])=[CH:15][CH:16]=2)[N:4]([CH3:5])[N:10]=1 |f:3.4.5|. Reported procedure: In a 100-mL egg plant-type flask, MeI (381 mL, 6 mmol) was added to a DMF solution (10 ml) of ethyl 3-iodo-1H-indazole-6-carboxylate (948 mg, 3 mmol) and K2CO3 (830 mg, 6 mmol), and stirred overnight at room temperature. Further, and K2CO3 (830 mg, 6 mmol) and methyl iodide (381 μL, 6 mmol) were added to it, and stirred at 50° C. for 1 hour. After the starting materials disappeared, methanol was added to the reaction solution and stirred at that temperature for 30 minutes. This was diluted with ...